The task is: describe an organic reaction: reactants, conditions, products, and yield. This data is from the Open Reaction Database (ORD), a public repository of structured organic reaction records. Starting materials: Cl, O=C(O)c1cccc(F)n1, NC1CCC(C(=O)N2CC(c3ccc(F)cc3)C(N3CCN(c4cc(C(F)(F)F)cc(C(F)(F)F)c4)C3=O)C2)CC1. Yields the product O=C(NC1CCC(C(=O)N2CC(c3ccc(F)cc3)C(N3CCN(c4cc(C(F)(F)F)cc(C(F)(F)F)c4)C3=O)C2)CC1)c1cccc(F)n1. Reaction SMILES: [ClH:1].[F:43][c:44]1[cH:45][cH:46][cH:47][c:48]([C:50](=[O:51])[OH:52])[n:49]1.[NH2:2][CH:3]1[CH2:4][CH2:5][CH:6]([C:9](=[O:10])[N:11]2[CH2:12][CH:13]([N:23]3[C:24](=[O:42])[N:25]([c:28]4[cH:29][c:30]([C:38]([F:39])([F:40])[F:41])[cH:31][c:32]([C:34]([F:35])([F:36])[F:37])[cH:33]4)[CH2:26][CH2:27]3)[CH:14]([c:16]3[cH:17][cH:18][c:19]([F:22])[cH:20][cH:21]3)[CH2:15]2)[CH2:7][CH2:8]1>>[NH:2]([CH:3]1[CH2:4][CH2:5][CH:6]([C:9](=[O:10])[N:11]2[CH2:12][CH:13]([N:23]3[C:24](=[O:42])[N:25]([c:28]4[cH:29][c:30]([C:38]([F:39])([F:40])[F:41])[cH:31][c:32]([C:34]([F:35])([F:36])[F:37])[cH:33]4)[CH2:26][CH2:27]3)[CH:14]([c:16]3[cH:17][cH:18][c:19]([F:22])[cH:20][cH:21]3)[CH2:15]2)[CH2:7][CH2:8]1)[C:50]([c:48]1[cH:47][cH:46][cH:45][c:44]([F:43])[n:49]1)=[O:51]. Starting materials: CC(C)(C)C1=CC(=C(C=C1)O)S(=O)(=O)N=CN(C)C (4-(1,1-dimethylethyl)-2-dimethylaminomethyleneaminosulfonylphenol), C1N2CN3CN1CN(C2)C3 (urotropine), FC(C(=O)O)(F)F (trifluoroacetic acid). Yields the product C(=O)C1=C(C(=CC(=C1)C(C)(C)C)S(=O)(=O)N=CN(C)C)O (2-formyl-4-(1,1-dimethylethyl)-6-dimethylaminomethyleneaminosulfonylphenol). RXN SMILES: [CH3:1][C:2]([C:5]1[CH:10]=[CH:9][C:8]([OH:11])=[C:7]([S:12]([N:15]=[CH:16][N:17]([CH3:19])[CH3:18])(=[O:14])=[O:13])[CH:6]=1)([CH3:4])[CH3:3].C1N2CN3CN(C2)CN1C3.FC(F)(F)[C:32](O)=[O:33]>>[CH:32]([C:9]1[CH:10]=[C:5]([C:2]([CH3:1])([CH3:3])[CH3:4])[CH:6]=[C:7]([S:12]([N:15]=[CH:16][N:17]([CH3:19])[CH3:18])(=[O:13])=[O:14])[C:8]=1[OH:11])=[O:33]. Procedure: 2.84 g (0.01 mol) of 4-(1,1-dimethylethyl)-2-dimethylaminomethyleneaminosulfonylphenol are boiled under reflux with 1.4 g of urotropine in 10 ml of trifluoroacetic acid for 6 h. The mixture is poured onto ice-water, and the rubber-like mass which has separated out is taken up in ether, the solution is washed to neutrality and the solvent is removed in vacuo. The residue is chromatographed on silica gel using ethyl acetate/toluene 4:1 as the eluting agent. 2-formyl-4-(1,1-dimethylethyl)-6-dimethy... Starting materials: CCS(=O)(=O)c1ccc(CC(C(C)=O)C(=O)SC(C)(C)C)cc1, Nc1cc(O)ccc1F. Product: CCS(=O)(=O)c1ccc(CC(C(C)=O)C(=O)Nc2cc(O)ccc2F)cc1. RXN SMILES: [C:10]([S:11][C:15]([CH:16]([C:17]([CH3:18])=[O:19])[CH2:20][c:21]1[cH:22][cH:23][c:24]([S:27](=[O:28])(=[O:29])[CH2:30][CH3:31])[cH:25][cH:26]1)=[O:32])([CH3:12])([CH3:13])[CH3:14].[NH2:1][c:2]1[cH:3][c:4]([OH:9])[cH:5][cH:6][c:7]1[F:8]>>[NH:1]([c:2]1[cH:3][c:4]([OH:9])[cH:5][cH:6][c:7]1[F:8])[C:15]([CH:16]([C:17]([CH3:18])=[O:19])[CH2:20][c:21]1[cH:22][cH:23][c:24]([S:27](=[O:28])(=[O:29])[CH2:30][CH3:31])[cH:25][cH:26]1)=[O:32]. Starting materials: N1=C(C=CC=C1)COC1=CC=C(N)C=C1 (4-(Pyrid-2-ylmethoxy)aniline), diazonium salt, N(=O)[O-].[Na+] (sodium nitrite), Cl (HCl), S(=O)([O-])S(=O)[O-].[Na+].[Na+] (sodium hydrosulfite), [OH-].[Na+] (NaOH), [OH-].[Na+] (NaOH). Solvent: O (water), O (water), O (water), C(C)OCC (diethyl ether). Run at temperature 0 celsius, time 1 hour. The product is N1=C(C=CC=C1)COC1=CC=C(C=C1)NN (4-(pyrid-2-ylmethoxy)phenylhydrazine). As a reaction SMILES: [N:1]1[CH:6]=[CH:5][CH:4]=[CH:3][C:2]=1[CH2:7][O:8][C:9]1[CH:15]=[CH:14][C:12]([NH2:13])=[CH:11][CH:10]=1.Cl.[N:17]([O-])=O.[Na+].S(S([O-])=O)([O-])=O.[Na+].[Na+].[OH-].[Na+]>O.C(OCC)C>[N:1]1[CH:6]=[CH:5][CH:4]=[CH:3][C:2]=1[CH2:7][O:8][C:9]1[CH:15]=[CH:14][C:12]([NH:13][NH2:17])=[CH:11][CH:10]=1 |f:2.3,4.5.6,7.8|. Procedure details: 4-(Pyrid-2-ylmethoxy)aniline (86.7 g; 433 mmol), prepared as in step 2, was suspended in 200 mL water and 108 mL concentrated HCl was added. The solution was cooled to 0° C. and sodium nitrite (30.8 g; 446 mmol) in 75 mL water was added dropwise. The reaction was stirred for 1 hour at 0° C. The diazonium salt was then transferred dropwise to a solution of sodium hydrosulfite (85% purity; 487 g; 2.80 mol) in 2000 mL water, 2000 mL diethyl ether, and 20 mL 2N aqueous NaOH at 0°-5° C. with vigorous...